Dataset: the Open Reaction Database (ORD), a public repository of structured organic reaction records. Task: describe an organic reaction: reactants, conditions, products, and yield The product is CN1CCN(CC1)C1=C(C=CC=C1)O (2-(4-Methylpiperazin-1-yl)phenol). Run at time 8 hour. Starting materials: ClC=1C=CC(=C(C1)NC(COC1=C(C=CC=C1)N1CCN(CC1)C)=O)C1=NN=NN1 (N-[5-Chloro-2-(1H-tetrazol-5-yl)phenyl]-2-{[2-(4-methylpiperazin-1-yl)phenyl]oxy}acetamide), ClC=1C=CC(=C(C1)NC(C1=CC=CC=C1)=O)C1=NN=NN1 (N-[5-chloro-2-(1H-tetrazol-5-yl)phenyl]benzamide), CCN(C(C)C)C(C)C (DIPEA), solution, CN1CCN(CC1)C1=C(OCC(=O)Cl)C=CC=C1 (2-(2-(4-methylpiperazin-1-yl)phenoxy)acetyl chloride). RXN SMILES: ClC1C=CC(C2NN=NN=2)=C(NC(=O)C[O:11][C:12]2[CH:17]=[CH:16][CH:15]=[CH:14][C:13]=2[N:18]2[CH2:23][CH2:22][N:21]([CH3:24])[CH2:20][CH2:19]2)C=1.ClC1C=CC(C2NN=NN=2)=C(NC(=O)C2C=CC=CC=2)C=1.CCN(C(C)C)C(C)C.CN1CCN(C2C=CC=CC=2OCC(Cl)=O)CC1>C(Cl)Cl>[CH3:24][N:21]1[CH2:20][CH2:19][N:18]([C:13]2[CH:14]=[CH:15][CH:16]=[CH:17][C:12]=2[OH:11])[CH2:23][CH2:22]1. Solvent: C(Cl)Cl (DCM). Procedure details: To a solution of 2-piperazin-1-yl-phenol (2 g, 11.22 mmol) in 50 mL of EtOH, formic acid (224.43 mmol, 20 eq.) and formaldehyde (62.84 mmol, 5.6 eq.) were added. The reaction was stirred and refluxed at 90° C. for 4 hours. The crude reaction mixture was cooled to room temperature and concentrated in vacuo. The residue was dissolved into ethyl acetate and extracted with an aqueous solution of 0.1M NaOH and then an aqueous solution of saturated sodium bicarbonate. The organic layer was collected, ... Starting materials: O=C1CCC(=O)N1Br, COc1cc([N+](=O)[O-])ccc1N, CCCCCC, CCOC(C)=O, CC#N. Yields the product COc1cc([N+](=O)[O-])cc(Br)c1N. RXN SMILES: [Br:13][N:14]1[C:15](=[O:16])[CH2:17][CH2:18][C:19]1=[O:20].[CH3:1][O:2][c:3]1[c:4]([NH2:5])[cH:6][cH:7][c:8]([N+:10](=[O:11])[O-:12])[cH:9]1.[CH3:21][CH2:22][CH2:23][CH2:24][CH2:25][CH3:26].[CH3:27][CH2:28][O:29][C:30](=[O:31])[CH3:32].[CH3:33][C:34]#[N:35]>>[CH3:1][O:2][c:3]1[c:4]([NH2:5])[c:6]([Br:13])[cH:7][c:8]([N+:10](=[O:11])[O-:12])[cH:9]1. The reactants are [N+](=O)([O-])C1=C(C=CC=C1)NC(=O)NC1=CC(=C(C=C1)OCC)Br (N-(2-Nitrophenyl)-N'-(3-bromo-4-ethoxyphenyl)-urea), ClCC(=O)Cl (chloroacetyl chloride). The product is ClCC(=O)N(C(NC1=C(C=CC=C1)[N+](=O)[O-])=O)C1=CC(=C(C=C1)OCC)Br (N'-(2-chloroacetyl)-N-(2-nitrophenyl)-N'-(3-bromo-4-ethoxyphenyl)-urea). RXN SMILES: [N+:1]([C:4]1[CH:9]=[CH:8][CH:7]=[CH:6][C:5]=1[NH:10][C:11]([NH:13][C:14]1[CH:19]=[CH:18][C:17]([O:20][CH2:21][CH3:22])=[C:16]([Br:23])[CH:15]=1)=[O:12])([O-:3])=[O:2].[Cl:24][CH2:25][C:26](Cl)=[O:27]>>[Cl:24][CH2:25][C:26]([N:13]([C:14]1[CH:19]=[CH:18][C:17]([O:20][CH2:21][CH3:22])=[C:16]([Br:23])[CH:15]=1)[C:11](=[O:12])[NH:10][C:5]1[CH:6]=[CH:7][CH:8]=[CH:9][C:4]=1[N+:1]([O-:3])=[O:2])=[O:27]. Reported procedure: A solution containing N-(2-Nitrophenyl)-N'-(3-bromo-4-ethoxyphenyl)-urea (5.76 g) and chloroacetyl chloride (40 mL) was refluxed under nitrogen for 30 min. After the excess chloroacetyl chloride was removed in vacuo, diethyl ether (50 mL) was added and the resulting solid was filtered and dried to yield N'-(2-chloroacetyl)-N-(2-nitrophenyl)-N'-(3-bromo-4-ethoxyphenyl)-urea as a white solid. Starting materials: NC1=CC=C(CN(C(=O)OC(C)(C)C)C(=O)OC(C)(C)C)C=C1 (di-(tert-butyl) 4-aminobenzylimidodicarbonate), N#CN (cyanamide). Solvent: C(C)O (ethanol). The product is NC(=N)NC1=CC=C(CN(C(=O)OC(C)(C)C)C(=O)OC(C)(C)C)C=C1 (Di-(tert-butyl) 4-[(amino-(imino)-methyl)amino]benzylimidodicarbonate). Reaction SMILES: [NH2:1][C:2]1[CH:23]=[CH:22][C:5]([CH2:6][N:7]([C:15]([O:17][C:18]([CH3:21])([CH3:20])[CH3:19])=[O:16])[C:8]([O:10][C:11]([CH3:14])([CH3:13])[CH3:12])=[O:9])=[CH:4][CH:3]=1.[N:24]#[C:25][NH2:26]>C(O)C>[NH2:26][C:25]([NH:1][C:2]1[CH:3]=[CH:4][C:5]([CH2:6][N:7]([C:15]([O:17][C:18]([CH3:21])([CH3:20])[CH3:19])=[O:16])[C:8]([O:10][C:11]([CH3:13])([CH3:14])[CH3:12])=[O:9])=[CH:22][CH:23]=1)=[NH:24]. Procedure details: 10 mmol of di-(tert-butyl) 4-aminobenzylimidodicarbonate and 100 mmol of cyanamide are heated at reflux for 2 days in 80 ml of anhydrous ethanol. Removal of the ethanol by evaporation, and purification by chromatography on silica, yield the expected product. Starting materials: [Li] (lithium), C(CCC)[Li] (n-butyllithium), C1=CC=C2C(=C1)C=CC(=C2C3=C(C=CC4=CC=CC=C43)O)O ((R)-1,1'-bi-2-naphthol), CC(C)([O-])C.[Na+] (sodium t-butoxide), O (water), resultant mixture, [Cl-].[Cl-].[Cl-].[La+3] (lanthanum trichloride). Run in C1CCOC1 (THF), CCCCCC (hexane), C1CCOC1 (THF), C1CCOC1 (THF). Run at time 8 hour. Yields the product [La].C1=CC=C2C(=C1)C=CC(=C2C3=C(C=CC4=CC=CC=C43)O)O (lanthanum (R)-1,1'-bi-2-naphthol). RXN SMILES: [Cl-].[Cl-].[Cl-].[La+3:4].[Li].C([Li])CCC.[CH:11]1[CH:16]=[C:15]2[CH:17]=[CH:18][C:19]([OH:32])=[C:20]([C:21]3[C:30]4[C:25](=[CH:26][CH:27]=[CH:28][CH:29]=4)[CH:24]=[CH:23][C:22]=3[OH:31])[C:14]2=[CH:13][CH:12]=1.CC(C)([O-])C.[Na+].O>C1COCC1.CCCCCC>[La:4].[CH:27]1[CH:26]=[C:25]2[CH:24]=[CH:23][C:22]([OH:31])=[C:21]([C:20]3[C:14]4[C:15](=[CH:16][CH:11]=[CH:12][CH:13]=4)[CH:17]=[CH:18][C:19]=3[OH:32])[C:30]2=[CH:29][CH:28]=1 |f:0.1.2.3,7.8,12.13,^1:4|. Reported procedure: To a suspension of 122.6 mg (0.50 mmol) of anhydrous lanthanum trichloride in 6.0 ml of THF were added, in an argon atmosphere and at room temperature, a lithium binaphthoxide solution in THF [prepared by adding 0.625 ml (1.0 mmol) of a 1.6N n-butyllithium solution in hexane to a solution of 143.2 mg (0.50 mmol) of (R)-1,1'-bi-2-naphthol in 2.5 ml of THF], 48.1 mg (0.50 mmol) of sodium t-butoxide and 99 μl (5.5 mmol) of water in that order. The resultant mixture was stirred at room temperature f... Reactants: NC=1N(C(C2(N1)CC(OC1=CC=C(C=C12)Br)(C)C)=O)C (2′-amino-6-bromo-1′,2,2-trimethylspiro[chroman-4,4′-imidazol]-5′(1′H)-one), C(#N)C=1C=C(C=CC1)B(O)O (3-cyanophenylboronic acid), C(=O)([O-])[O-].[Na+].[Na+] (Na2CO3). The reagents and catalysts are C=1C=CC(=CC1)[P](C=2C=CC=CC2)(C=3C=CC=CC3)[Pd]([P](C=4C=CC=CC4)(C=5C=CC=CC5)C=6C=CC=CC6)([P](C=7C=CC=CC7)(C=8C=CC=CC8)C=9C=CC=CC9)[P](C=1C=CC=CC1)(C=1C=CC=CC1)C=1C=CC=CC1 (Pd(PPh3)4). The solvent is CC1=C(C=CC=C1)C (dimethyl-benzene). Reaction conditions: temperature 90 celsius. Yields the product NC=1N(C(C2(N1)CC(OC1=CC=C(C=C12)C=1C=C(C#N)C=CC1)(C)C)=O)C (3-(2′-amino-1′,2,2-trimethyl-5′-oxo-1′,5′-dihydrospiro[chroman-4,4′-imidazole]-6-yl)benzonitrile). Isolated yield 21.3%. Reaction SMILES: [NH2:1][C:2]1[N:3]([CH3:20])[C:4](=[O:19])[C:5]2([C:15]3[C:10](=[CH:11][CH:12]=[C:13](Br)[CH:14]=3)[O:9][C:8]([CH3:18])([CH3:17])[CH2:7]2)[N:6]=1.[C:21]([C:23]1[CH:24]=[C:25](B(O)O)[CH:26]=[CH:27][CH:28]=1)#[N:22].C([O-])([O-])=O.[Na+].[Na+]>CC1C=CC=CC=1C.C1C=CC([P]([Pd]([P](C2C=CC=CC=2)(C2C=CC=CC=2)C2C=CC=CC=2)([P](C2C=CC=CC=2)(C2C=CC=CC=2)C2C=CC=CC=2)[P](C2C=CC=CC=2)(C2C=CC=CC=2)C2C=CC=CC=2)(C2C=CC=CC=2)C2C=CC=CC=2)=CC=1>[NH2:1][C:2]1[N:3]([CH3:20])[C:4](=[O:19])[C:5]2([C:15]3[C:10](=[CH:11][CH:12]=[C:13]([C:27]4[CH:28]=[C:23]([CH:24]=[CH:25][CH:26]=4)[C:21]#[N:22])[CH:14]=3)[O:9][C:8]([CH3:18])([CH3:17])[CH2:7]2)[N:6]=1 |f:2.3.4,^1:49,51,70,89|. Procedure details: Pd(PPh3)4 (15.13 mg, 0.013 mmol) is added to the solution of 2′-amino-6-bromo-1′,2,2-trimethylspiro[chroman-4,4′-imidazol]-5′(1′H)-one (44.15 mg, 0.13 mmol) and 3-cyanophenylboronic acid (19.25 mg, 0.13 mmol) in dimethyl-benzene (5 mL) and an aqueous solution of Na2CO3 (2 M, 0.24 mL). The mixture is heated at 90° C. in an oil bath overnight. The mixture is concentrated to give the crude product, which is purified by preparative TLC to give the desired product 3-(2′-amino-1′,2,2-trimethyl-5′-oxo-...